From a dataset of the Open Reaction Database (ORD), a public repository of structured organic reaction records. describe an organic reaction: reactants, conditions, products, and yield Starting materials: C(C=C)N(CC(=O)O)CC=C (diallylglycine), 3.01, FC=1C=CC2=C(C(N3[C@H](C=4N2C=NC4C(N)=NO)CC3)=O)C1 ((S)-7-fluoro-12,12a-dihydro-9-oxo-9H,11H-azeto[2,1-c]imidazo[1,5-a][1,4]benzodiazepine-1-carboxamidoxime), C(=O)(N1C=NC=C1)N1C=NC=C1 (1,1'-carbonyldiimidazole). The solvent is CN(C=O)C (N,N-dimethylformamide). Conditions: time 2 hour. Product: C(C=C)N(CC=C)CC1=NC(=NO1)C=1N=CN2C1[C@H]1N(C(C3=C2C=CC(=C3)F)=O)CC1 ((S)-1-(5-diallylaminomethyl-1,2,4-oxadiazol-3-yl)-7-fluoro-12,12a-dihydro-9H,11H-azeto[2,1-c]-imidazo[1,5-a][1,4]benzodiazepin-9-one). The yield is 37.0%. Reaction SMILES: [CH2:1]([N:4]([CH2:9][CH:10]=[CH2:11])[CH2:5][C:6]([OH:8])=O)[CH:2]=[CH2:3].C(N1C=CN=C1)(N1C=CN=C1)=O.[F:24][C:25]1[CH:26]=[CH:27][C:28]2[N:34]3[CH:35]=[N:36][C:37]([C:38](=[N:40]O)[NH2:39])=[C:33]3[C@@H:32]3[CH2:42][CH2:43][N:31]3[C:30](=[O:44])[C:29]=2[CH:45]=1>CN(C)C=O>[CH2:9]([N:4]([CH2:5][C:6]1[O:8][N:40]=[C:38]([C:37]2[N:36]=[CH:35][N:34]3[C:28]4[CH:27]=[CH:26][C:25]([F:24])=[CH:45][C:29]=4[C:30](=[O:44])[N:31]4[CH2:43][CH2:42][C@H:32]4[C:33]=23)[N:39]=1)[CH2:1][CH:2]=[CH2:3])[CH:10]=[CH2:11]. Procedure: 2.32 g (15 mmol) of diallylglycine were dissolved in 15 ml of N,N-dimethylformamide and treated with 2.75 g (17 mmol) of 1,1'-carbonyldiimidazole. After stirring at 50° C. for 20 minutes 3.01 (10 mmol) of (S)-7-fluoro-12,12a-dihydro-9-oxo-9H,11H-azeto[2,1-c]imidazo[1,5-a][1,4]benzodiazepine-1-carboxamidoxime were added and the mixture was stirred at 90° for 16 hours and at 120° for 2 hours. The solution was concentrated and the residue was purified by chromatography on 320 g of silica gel while ... Reactants: C(=C)(P([O-])([O-])=O)P([O-])([O-])=O.[Na+].[Na+].[Na+].[Na+] (Tetrasodium ethenylidenebis(phosphonate)), S1C(=CC=C1)CC(=O)O (thiolacetic acid), O (water). Conditions: time 20 hour. The product is [Na+].[Na+].C(C)(=O)SCC(P(O)(O)=O)P([O-])([O-])=O ([2-(Acetylthio)ethylidene]bis[Phosphonic Acid] Disodium Salt). Reaction SMILES: [C:1]([P:7](=[O:10])([O-:9])[O-:8])([P:3](=[O:6])([O-:5])[O-:4])=[CH2:2].[Na+:11].[Na+].[Na+].[Na+].[S:15]1C=C[CH:17]=[C:16]1CC(O)=O.[OH2:24]>>[Na+:11].[Na+:11].[C:16]([S:15][CH2:2][CH:1]([P:7](=[O:9])([O-:8])[O-:10])[P:3](=[O:5])([OH:4])[OH:6])(=[O:24])[CH3:17] |f:0.1.2.3.4,7.8.9|. Reported procedure: Tetrasodium ethenylidenebis(phosphonate) (2.76 g, 10 mmol) [prepared as described in R. L. Carroll, U.S. Pat. No. 3,686,290 (1972) and in R. L. Carroll and M. M. Crutchfield, Canadian Patent 811,736 (1969)] and thiolacetic acid (3.81 g, 50 mmol) are dissolved in water (20 ml) and stirred at room temperature under an atmosphere of nitrogen for 20 hours. The reaction mixture is then concentrated under reduced pressure and further dried under vacuum overnight. The solid product is triturated in war...